From a dataset of the Open Reaction Database (ORD), a public repository of structured organic reaction records. describe an organic reaction: reactants, conditions, products, and yield The reactants are monoethyl ester, N1(C=CC2=CC=CC=C12)C(C(=O)O)C(=O)O (1H-indol-1-ylmalonic acid), NC1C2SCC(=C(N2C1=O)C(=O)OC(C)(C)C)C (7-amino-3-methyl-8-oxo-5-thia-1-azabicyclo[4.2.0]oct-2-ene-2-carboxylic acid, tert-butyl ester), C(C)OC(=O)N1C(C=CC2=CC=CC=C12)OCC (N-ethoxycarbonyl-2-ethoxy-1,2-dihydroquinoline). Run in hydrocarbon, C(Cl)(Cl)Cl (chloroform), C(Cl)(Cl)Cl (chloroform). Conditions: time 8 hour. The product is C(=O)(OCC)C(C(=O)NC1C2SCC(=C(N2C1=O)C(=O)OC(C)(C)C)C)N1C=CC2=CC=CC=C12 (7-[[2-Carbethoxy-2-(1H-indol-1-yl)acetyl]amino]-3-methyl-8-oxo-5-thia-1-azabicyclo[4.2.0]oct-2-ene-2-carboxylic acid, tert-butyl ester). As a reaction SMILES: [N:1]1([CH:10]([C:14]([OH:16])=[O:15])[C:11]([OH:13])=O)[C:9]2[C:4](=[CH:5][CH:6]=[CH:7][CH:8]=2)[CH:3]=[CH:2]1.[NH2:17][CH:18]1[C:25](=[O:26])[N:24]2[CH:19]1[S:20][CH2:21][C:22]([CH3:34])=[C:23]2[C:27]([O:29][C:30]([CH3:33])([CH3:32])[CH3:31])=[O:28].[CH2:35](OC(N1C2C(=CC=CC=2)C=CC1OCC)=O)[CH3:36]>C(Cl)(Cl)Cl>[C:14]([CH:10]([N:1]1[C:9]2[C:4](=[CH:5][CH:6]=[CH:7][CH:8]=2)[CH:3]=[CH:2]1)[C:11]([NH:17][CH:18]1[C:25](=[O:26])[N:24]2[CH:19]1[S:20][CH2:21][C:22]([CH3:34])=[C:23]2[C:27]([O:29][C:30]([CH3:33])([CH3:32])[CH3:31])=[O:28])=[O:13])([O:16][CH2:35][CH3:36])=[O:15]. Procedure details: The monoethyl ester of 1H-indol-1-ylmalonic acid (3.96 mmole), (3.96 mmole) of 7-amino-3-methyl-8-oxo-5-thia-1-azabicyclo[4.2.0]oct-2-ene-2-carboxylic acid, tert-butyl ester and (3.96 mmole) of N-ethoxycarbonyl-2-ethoxy-1,2-dihydroquinoline (EEDQ) are mixed in 50 ml of hydrocarbon stabilized chloroform. The mixture is stirred overnight at room temperature under a nitrogen atmosphere. The reaction mixture is diluted with chloroform, washed with dilute aqueous hydrochloric acid, dilute aqueous sod...